Dataset: the Open Reaction Database (ORD), a public repository of structured organic reaction records. Task: describe an organic reaction: reactants, conditions, products, and yield Starting materials: CC(=O)O[BH-](OC(C)=O)OC(C)=O, O=C([O-])O, C=O, CC(C)c1nc2c(s1)Nc1ccccc1N=C2N1CCNC(CC(O)c2ccccc2)C1, CC(Cl)Cl, [Na+], [Na+]. Product: CC(C)c1nc2c(s1)Nc1ccccc1N=C2N1CCN(C)C(CC(O)c2ccccc2)C1. RXN SMILES: [C:35]([O:36][BH-:37]([O:38][C:39](=[O:40])[CH3:41])[O:42][C:43](=[O:44])[CH3:45])(=[O:46])[CH3:47].[C:53](=[O:54])([OH:55])[O-:56].[CH2:1]=[O:2].[CH:3]([CH3:4])([CH3:5])[c:6]1[n:7][c:8]2[c:14]([s:15]1)[NH:13][c:12]1[c:11]([cH:19][cH:18][cH:17][cH:16]1)[N:10]=[C:9]2[N:20]1[CH2:21][CH:22]([CH2:26][CH:27]([OH:28])[c:29]2[cH:30][cH:31][cH:32][cH:33][cH:34]2)[NH:23][CH2:24][CH2:25]1.[Cl:49][CH:50]([Cl:51])[CH3:52].[Na+:48].[Na+:57]>>[CH:3]([CH3:4])([CH3:5])[c:6]1[n:7][c:8]2[c:14]([s:15]1)[NH:13][c:12]1[c:11]([cH:19][cH:18][cH:17][cH:16]1)[N:10]=[C:9]2[N:20]1[CH2:21][CH:22]([CH2:26][CH:27]([OH:28])[c:29]2[cH:30][cH:31][cH:32][cH:33][cH:34]2)[N:23]([CH3:35])[CH2:24][CH2:25]1. The product is Cc1cc[n+]([O-])c2c1C(=O)c1ccccc1-2. RXN SMILES: [CH3:1][c:2]1[c:3]2[c:4]([n:5][cH:6][cH:7]1)-[c:8]1[cH:9][cH:10][cH:11][cH:12][c:13]1[C:14]2=[O:15].[CH:27]([Cl:28])([Cl:29])[Cl:30].[OH:16][O:17][C:18]([c:19]1[cH:20][c:21]([Cl:22])[cH:23][cH:24][cH:25]1)=[O:26]>>[CH3:1][c:2]1[c:3]2[c:4]([n+:5]([O-:16])[cH:6][cH:7]1)-[c:8]1[cH:9][cH:10][cH:11][cH:12][c:13]1[C:14]2=[O:15]. Reactants: Cc1ccnc2c1C(=O)c1ccccc1-2, ClC(Cl)Cl, O=C(OO)c1cccc(Cl)c1. Reactants: CC(C)C(=O)Cl, Cc1nc(Cl)sc1-c1c(O)c2nccnc2[nH]c1=O, ClCCl, c1ccncc1. Product: Cc1nc(Cl)sc1-c1c(OC(=O)C(C)C)c2nccnc2[nH]c1=O. As a reaction SMILES: [C:20]([CH:21]([CH3:22])[CH3:23])(=[O:24])[Cl:25].[Cl:1][c:2]1[s:3][c:4](-[c:8]2[c:9]([OH:19])[c:10]3[c:11]([n:12][cH:13][cH:14][n:15]3)[nH:16][c:17]2=[O:18])[c:5]([CH3:7])[n:6]1.[Cl:32][CH2:33][Cl:34].[cH:26]1[cH:27][cH:28][n:29][cH:30][cH:31]1>>[Cl:1][c:2]1[s:3][c:4](-[c:8]2[c:9]([O:19][C:20]([CH:21]([CH3:22])[CH3:23])=[O:24])[c:10]3[c:11]([n:12][cH:13][cH:14][n:15]3)[nH:16][c:17]2=[O:18])[c:5]([CH3:7])[n:6]1. Reactants: O=C([O-])[O-], CCOC(=O)CP(=O)(OCC)OCC, COc1cc(-c2cc(C=O)ccn2)cc(OC)c1OC, CC(C)(C)O, [K+], [K+]. Yields the product CCOC(=O)C=Cc1ccnc(-c2cc(OC)c(OC)c(OC)c2)c1. As a reaction SMILES: [C:35](=[O:36])([O-:37])[O-:38].[CH2:21]([O:22][P:23]([O:24][CH2:25][CH3:26])(=[O:27])[CH2:29][C:30](=[O:31])[O:32][CH2:33][CH3:34])[CH3:28].[CH3:1][O:2][c:3]1[cH:4][c:5](-[c:13]2[n:14][cH:15][cH:16][c:17]([CH:19]=[O:20])[cH:18]2)[cH:6][c:7]([O:11][CH3:12])[c:8]1[O:9][CH3:10].[CH3:41][C:42]([OH:43])([CH3:44])[CH3:45].[K+:39].[K+:40]>>[CH3:1][O:2][c:3]1[cH:4][c:5](-[c:13]2[n:14][cH:15][cH:16][c:17]([CH:19]=[CH:29][C:30](=[O:31])[O:32][CH2:33][CH3:34])[cH:18]2)[cH:6][c:7]([O:11][CH3:12])[c:8]1[O:9][CH3:10].